From a dataset of the Open Reaction Database (ORD), a public repository of structured organic reaction records. describe an organic reaction: reactants, conditions, products, and yield Starting materials: NCC1=CNC(N1[C@@H]1CC2=CC(=CC(=C2CC1)F)F)=S ((S)-5-aminomethyl-1-(5,7-difluoro-1,2,3,4-tetrahydronaphthalen-2-yl)-1,3-dihydroimidazole-2-thione), C(CCC)C1=CC=C(C(=O)Cl)C=C1 (4-butylbenzoyl chloride). The solvent is N1=CC=CC=C1 (pyridine). Run at temperature 0 celsius, time 1 hour. Product: FC1=C2CC[C@@H](CC2=CC(=C1)F)N1C(NC=C1CNC(C1=CC=C(C=C1)CCCC)=O)=S ((S)-N-[3-(5,7-difluoro-1,2,3,4-tetrahydronaphthalen-2-yl)-2-thioxo-2,3-dihydro-1H-imidazol-4-ylmethyl]-4-butylbenzamide). The yield is 55.0%. As a reaction SMILES: [NH2:1][CH2:2][C:3]1[N:7]([C@H:8]2[CH2:17][CH2:16][C:15]3[C:10](=[CH:11][C:12]([F:19])=[CH:13][C:14]=3[F:18])[CH2:9]2)[C:6](=[S:20])[NH:5][CH:4]=1.[CH2:21]([C:25]1[CH:33]=[CH:32][C:28]([C:29](Cl)=[O:30])=[CH:27][CH:26]=1)[CH2:22][CH2:23][CH3:24]>N1C=CC=CC=1>[F:18][C:14]1[CH:13]=[C:12]([F:19])[CH:11]=[C:10]2[C:15]=1[CH2:16][CH2:17][C@H:8]([N:7]1[C:3]([CH2:2][NH:1][C:29](=[O:30])[C:28]3[CH:32]=[CH:33][C:25]([CH2:21][CH2:22][CH2:23][CH3:24])=[CH:26][CH:27]=3)=[CH:4][NH:5][C:6]1=[S:20])[CH2:9]2. Reported procedure: A mixture of (S)-5-aminomethyl-1-(5,7-difluoro-1,2,3,4-tetrahydronaphthalen-2-yl)-1,3-dihydroimidazole-2-thione (0.30 g, 1 mmol), prepared as in Example 31, and 4-butylbenzoyl chloride (0.21 mL, 1.1 mmol) in 10 mL of dry pyridine was stirred under argon at approximately 0° C. for 1 hour and then at approximately 25° C. for an additional 2 hours. The mixture was concentrated and the residue was treated with water. The mixture was extracted with ethyl acetate (3×) and the combined extracts were dr... The reactants are C1CCCC12CCNCC2 (8-Azaspiro[4.5]decane), CCN(C(C)C)C(C)C (DIPEA), FC(C[C@@H](C(=O)OC)N=C=O)(CC1=CC=CC=C1)F (Methyl (S)-4,4-difluoro-2-isocyanato-5-phenylpentanoate). The solvent is ClCCl (dichloromethane). Reaction conditions: time 8 hour. Yields the product C1CCCC12CCN(CC2)C(=O)N[C@H](C(=O)OC)CC(CC2=CC=CC=C2)(F)F (Methyl (S)-2-[(8-azaspiro[4.5]decane-8-carbonyl)amino]-4,4-difluoro-5-phenylpentanoate). Reaction SMILES: [F:1][C:2]([F:19])([CH2:12][C:13]1[CH:18]=[CH:17][CH:16]=[CH:15][CH:14]=1)[CH2:3][C@H:4]([N:9]=[C:10]=[O:11])[C:5]([O:7][CH3:8])=[O:6].[CH2:20]1[C:24]2([CH2:29][CH2:28][NH:27][CH2:26][CH2:25]2)[CH2:23][CH2:22][CH2:21]1.CCN(C(C)C)C(C)C>ClCCl>[CH2:23]1[C:24]2([CH2:29][CH2:28][N:27]([C:10]([NH:9][C@@H:4]([CH2:3][C:2]([F:19])([F:1])[CH2:12][C:13]3[CH:14]=[CH:15][CH:16]=[CH:17][CH:18]=3)[C:5]([O:7][CH3:8])=[O:6])=[O:11])[CH2:26][CH2:25]2)[CH2:20][CH2:21][CH2:22]1. Procedure details: Methyl (S)-4,4-difluoro-2-isocyanato-5-phenylpentanoate (425 mg, 1.58 mmol) were dissolved in 25 ml of dichloromethane. 8-Azaspiro[4.5]decane (220 mg, 1.58 mmol, 1 eq.) and DIPEA (269 μl, 204 mg, 1.58 mmol, 1 eq.) were added to this solution which was stirred at RT overnight. The solvent was removed under reduced pressure and the residue was purified by preparative HPLC (gradient: acetonitrile/water and addition of 0.05% TFA). The product-containing fractions were combined and freed from the sol... The reactants are C(C)(=O)OC1=CC=C(C=C1)C(C1=C(C(=O)NC2=C(C=C(C=C2)OC)OC)C=CC=C1)C1=CC=C(C=C1)OC(C)=O (2-[Bis(4-acetoxyphenyl)methyl]-N-(2,4-dimethoxyphenyl)benzamide). Run in C(O)([O-])=O.[Na+] (sodium hydrogencarbonate), CO (methanol). The product is OC1=CC=C(C=C1)C(C1=C(C(=O)NC2=C(C=C(C=C2)OC)OC)C=CC=C1)C1=CC=C(C=C1)O (2-[Bis(4-hydroxyphenyl)methyl]-N-(2,4-dimethoxyphenyl)benzamide). The yield is 56.0%. As a reaction SMILES: C([O:4][C:5]1[CH:10]=[CH:9][C:8]([CH:11]([C:31]2[CH:36]=[CH:35][C:34]([O:37]C(=O)C)=[CH:33][CH:32]=2)[C:12]2[CH:30]=[CH:29][CH:28]=[CH:27][C:13]=2[C:14]([NH:16][C:17]2[CH:22]=[CH:21][C:20]([O:23][CH3:24])=[CH:19][C:18]=2[O:25][CH3:26])=[O:15])=[CH:7][CH:6]=1)(=O)C>C(=O)([O-])O.[Na+].CO>[OH:37][C:34]1[CH:35]=[CH:36][C:31]([CH:11]([C:8]2[CH:7]=[CH:6][C:5]([OH:4])=[CH:10][CH:9]=2)[C:12]2[CH:30]=[CH:29][CH:28]=[CH:27][C:13]=2[C:14]([NH:16][C:17]2[CH:22]=[CH:21][C:20]([O:23][CH3:24])=[CH:19][C:18]=2[O:25][CH3:26])=[O:15])=[CH:32][CH:33]=1 |f:1.2|. Reported procedure: In a mixture of 50 ml of saturated aqueous sodium hydrogencarbonate solution and 50 ml of methanol was suspended 2.6 g of Compound 2 prepared in Example 1, and the suspension was heated under reflux for 30 minutes. The resulting mixture was concentrated under reduced pressure, and water was added to the residue. The resulting mixture was extracted with ethyl acetate, and the extract was dried over anhydrous magnesium sulfate. After concentration under reduced pressure, the residue was recrystall... Reactants: Mg, CC1(OC2=C(CO1)C=C(C=C2)Br)C (2,2-dimethyl-6-bromobenzo-1,3-dioxane), [NH4+].[Cl-] (NH4Cl), CC1(OC2=C(CO1)C=C(C=C2)Br)C (2,2-dimethyl-6-bromobenzo-1,3-dioxane), BrCCBr (1,2-dibromoethane), C(C1=CC=CC=C1)OC(=O)N(CC=O)CCCCCCOCCCCC1=CC=CC=C1 (N-benzyloxycarbonyl-N-2-oxoethyl-6-(4-phenylbutoxy)hexylamine). Reagents/catalysts: solution. Solvent: C1CCOC1 (THF), C1CCOC1 (THF), CCOC(=O)C (AcOEt), C1CCOC1 (THF). Conditions: temperature 40 celsius, time 30 minute. The product is CC1(OC2=C(CO1)C=C(C=C2)C(CN(C(=O)OCC2=CC=CC=C2)CCCCCCOCCCCC2=CC=CC=C2)O)C (N-[2-(2,2-dimethyl-4H-benzo[1,3]dioxin-6-yl)-2-hydroxyethyl]-N-benzyloxycarbonyl-6-(4-phenylbutoxy)hexylamine). Yield: 41.0%. Reaction SMILES: [CH3:1][C:2]1([CH3:13])[O:7][CH2:6][C:5]2[CH:8]=[C:9](Br)[CH:10]=[CH:11][C:4]=2[O:3]1.BrCCBr.[CH2:18]([O:25][C:26]([N:28]([CH2:32][CH2:33][CH2:34][CH2:35][CH2:36][CH2:37][O:38][CH2:39][CH2:40][CH2:41][CH2:42][C:43]1[CH:48]=[CH:47][CH:46]=[CH:45][CH:44]=1)[CH2:29][CH:30]=[O:31])=[O:27])[C:19]1[CH:24]=[CH:23][CH:22]=[CH:21][CH:20]=1.[NH4+].[Cl-]>C1COCC1.CCOC(C)=O>[CH3:1][C:2]1([CH3:13])[O:7][CH2:6][C:5]2[CH:8]=[C:9]([CH:30]([OH:31])[CH2:29][N:28]([CH2:32][CH2:33][CH2:34][CH2:35][CH2:36][CH2:37][O:38][CH2:39][CH2:40][CH2:41][CH2:42][C:43]3[CH:48]=[CH:47][CH:46]=[CH:45][CH:44]=3)[C:26]([O:25][CH2:18][C:19]3[CH:24]=[CH:23][CH:22]=[CH:21][CH:20]=3)=[O:27])[CH:10]=[CH:11][C:4]=2[O:3]1 |f:3.4|. Reported procedure: To 0.166 g (6.83 mmol) Mg in 1 ml THF is added dropwise a few drops of a solution comprising 1.51 g (6.21 mmol) 2,2-dimethyl-6-bromobenzo-1,3-dioxane in 20 ml THF and a catalytic amount of 1,2-dibromoethane. Once the reaction has started, the remaining 2,2-dimethyl-6-bromobenzo-1,3-dioxane solution was added while maintaining the temperature at 40° C. Upon completion of the addition (15 min), the reaction is allowed to stand a further 30 min at 40° C. The mixture is then cooled to −7° C. and a s...